This data is from the Open Reaction Database (ORD), a public repository of structured organic reaction records. The task is: describe an organic reaction: reactants, conditions, products, and yield Yields the product NCC=1C(=NC2=CC=C(C=C2C1C1=CC=CC=C1)OCC(=O)N)CCC (2-{[3-(aminomethyl)-4-phenyl-2-propylquinolin-6-yl]oxy}acetamide). Procedure: A mixture of 2-[(3-cyano-4-phenyl-2-propylquinolin-6-yl)oxy]acetamide (1.0 g, 2.9 mmol), Raney-cobalt (5 ml), 25% aqueous ammonia (5 ml), methanol (5 ml) and tetrahydrofuran (5 ml) was reacted under a hydrogen atmosphere at 0.5 MPa, 70° C. for 6 hrs. The reaction mixture was filtered, and water was added to the filtrate. The mixture was extracted with ethyl acetate and the extract was washed with saturated brine and dried over anhydrous magnesium sulfate. The solvent was evaporated under reduced... Reagents/catalysts: [Co] (cobalt). RXN SMILES: [C:1]([C:3]1[C:4]([CH2:24][CH2:25][CH3:26])=[N:5][C:6]2[C:11]([C:12]=1[C:13]1[CH:18]=[CH:17][CH:16]=[CH:15][CH:14]=1)=[CH:10][C:9]([O:19][CH2:20][C:21]([NH2:23])=[O:22])=[CH:8][CH:7]=2)#[N:2].N.CO>[Co].O1CCCC1>[NH2:2][CH2:1][C:3]1[C:4]([CH2:24][CH2:25][CH3:26])=[N:5][C:6]2[C:11]([C:12]=1[C:13]1[CH:18]=[CH:17][CH:16]=[CH:15][CH:14]=1)=[CH:10][C:9]([O:19][CH2:20][C:21]([NH2:23])=[O:22])=[CH:8][CH:7]=2. The reactants are C(#N)C=1C(=NC2=CC=C(C=C2C1C1=CC=CC=C1)OCC(=O)N)CCC (2-[(3-cyano-4-phenyl-2-propylquinolin-6-yl)oxy]acetamide), N (ammonia), CO (methanol). The solvent is O1CCCC1 (tetrahydrofuran). Isolated yield 61.2%.